Dataset: the Open Reaction Database (ORD), a public repository of structured organic reaction records. Task: describe an organic reaction: reactants, conditions, products, and yield The reactants are C(C)(C)(C)OC(C(C)(C)O\N=C(/C(=O)N[C@H]1[C@H](N(C1=O)S(=O)(=O)O)CN1C(O[C@@H](C1)C)=O)\C=1N=C(SC1)NC(=O)OC(C)(C)C)=O ((2R,3S)-3-((Z)-2-(((1-(tert-butoxy)-2-methyl-1-oxopropan-2-yl)oxy)imino)-2-(2-((tert-butoxycarbonyl)amino)thiazol-4-yl)acetamido)-2-(((R)-5-methyl-2-oxooxazolidin-3-yl)methyl)-4-oxoazetidine-1-sulfonic acid), C(=O)(C(F)(F)F)O (TFA). Run in C(Cl)Cl (DCM). Product: NC=1SC=C(N1)/C(/C(=O)N[C@H]1[C@H](N(C1=O)S(=O)(=O)O)CN1C(O[C@@H](C1)C)=O)=N/OC(C(=O)O)(C)C (2-(((Z)-(1-(2-aminothiazol-4-yl)-2-(((2R,3S)-2-(((R)-5-methyl-2-oxooxazolidin-3-yl)methyl)-4-oxo-1-sulfoazetidin-3-yl)amino)-2-oxoethylidene)amino)oxy)-2-methylpropanoic acid). Isolated yield 26.2%. Reaction SMILES: C([O:5][C:6](=[O:46])[C:7]([O:10]/[N:11]=[C:12](/[C:33]1[N:34]=[C:35]([NH:38]C(OC(C)(C)C)=O)[S:36][CH:37]=1)\[C:13]([NH:15][C@@H:16]1[C:19](=[O:20])[N:18]([S:21]([OH:24])(=[O:23])=[O:22])[C@@H:17]1[CH2:25][N:26]1[CH2:30][C@@H:29]([CH3:31])[O:28][C:27]1=[O:32])=[O:14])([CH3:9])[CH3:8])(C)(C)C.C(O)(C(F)(F)F)=O>C(Cl)Cl>[NH2:38][C:35]1[S:36][CH:37]=[C:33](/[C:12](=[N:11]/[O:10][C:7]([CH3:8])([CH3:9])[C:6]([OH:46])=[O:5])/[C:13]([NH:15][C@@H:16]2[C:19](=[O:20])[N:18]([S:21]([OH:24])(=[O:23])=[O:22])[C@@H:17]2[CH2:25][N:26]2[CH2:30][C@@H:29]([CH3:31])[O:28][C:27]2=[O:32])=[O:14])[N:34]=1. Procedure: Followed the general procedure for the acid mediated deprotection using (2R,3S)-3-((Z)-2-(((1-(tert-butoxy)-2-methyl-1-oxopropan-2-yl)oxy)imino)-2-(2-((tert-butoxycarbonyl)amino)thiazol-4-yl)acetamido)-2-(((R)-5-methyl-2-oxooxazolidin-3-yl)methyl)-4-oxoazetidine-1-sulfonic acid (92 mg, 0.133 mmol), DCM (1.33 mL) and TFA (615 μL, 7.98 mmol). The crude residue purified by reverse phase prep HPLC (XSelect CSH, 30×100 mm, 5 μm, C18 column; ACN-water with 0.1% formic acid modifier, 60 mL/min), afford... Reactants: O=C([O-])[O-], O=C([O-])[O-], CNCCc1ccc(OC)c(OC)c1, CC(C)N(CCCCl)S(=O)(=O)c1cccc(C(F)(F)F)c1, [Cs+], [Cs+], [K+], [K+], Cc1ccccc1C. Product: COc1ccc(CCN(C)CCCN(C(C)C)S(=O)(=O)c2cccc(C(F)(F)F)c2)cc1OC. RXN SMILES: [C:36](=[O:37])([O-:38])[O-:39].[C:42](=[O:43])([O-:44])[O-:45].[CH3:22][NH:23][CH2:24][CH2:25][c:26]1[cH:27][c:28]([O:29][CH3:30])[c:31]([O:32][CH3:33])[cH:34][cH:35]1.[Cl:1][CH2:2][CH2:3][CH2:4][N:5]([S:6](=[O:7])(=[O:8])[c:9]1[cH:10][c:11]([C:15]([F:16])([F:17])[F:18])[cH:12][cH:13][cH:14]1)[CH:19]([CH3:20])[CH3:21].[Cs+:46].[Cs+:47].[K+:40].[K+:41].[c:48]1([CH3:49])[c:50]([CH3:51])[cH:52][cH:53][cH:54][cH:55]1>>[CH2:2]([CH2:3][CH2:4][N:5]([S:6](=[O:7])(=[O:8])[c:9]1[cH:10][c:11]([C:15]([F:16])([F:17])[F:18])[cH:12][cH:13][cH:14]1)[CH:19]([CH3:20])[CH3:21])[N:23]([CH3:22])[CH2:24][CH2:25][c:26]1[cH:27][c:28]([O:29][CH3:30])[c:31]([O:32][CH3:33])[cH:34][cH:35]1. The reactants are ClC1=NC(N(C=C1)CC1=C(N=C2N1C=CC=C2)C2=CC=C(C=C2)Cl)=O (4-chloro-1-((2-(4-chlorophenyl)imidazo[1,2-a]pyridin-3-yl)methyl)pyrimidin-2(1H)-one), C(C)N (ethylamine). The solvent is C(C)O (ethanol). Conditions: temperature 70 celsius. Yields the product ClC1=CC=C(C=C1)C=1N=C2N(C=CC=C2)C1CN1C(N=C(C=C1)NCC)=O (1-((2-(4-chlorophenyl)imidazo[1,2-a]pyridin-3-yl)methyl)-4-(ethylamino)pyrimidin-2(1H)-one). As a reaction SMILES: Cl[C:2]1[CH:7]=[CH:6][N:5]([CH2:8][C:9]2[N:13]3[CH:14]=[CH:15][CH:16]=[CH:17][C:12]3=[N:11][C:10]=2[C:18]2[CH:23]=[CH:22][C:21]([Cl:24])=[CH:20][CH:19]=2)[C:4](=[O:25])[N:3]=1.[CH2:26]([NH2:28])[CH3:27]>C(O)C>[Cl:24][C:21]1[CH:20]=[CH:19][C:18]([C:10]2[N:11]=[C:12]3[CH:17]=[CH:16][CH:15]=[CH:14][N:13]3[C:9]=2[CH2:8][N:5]2[CH:6]=[CH:7][C:2]([NH:28][CH2:26][CH3:27])=[N:3][C:4]2=[O:25])=[CH:23][CH:22]=1. Procedure: A mixture of 4-chloro-1-((2-(4-chlorophenyl)imidazo[1,2-a]pyridin-3-yl)methyl)pyrimidin-2(1H)-one (50 mg, 0.13 mmol) and ethylamine (30 μl) in ethanol (2 ml) in a sealed tube was heated at 70° C. for 4 hours. Excess reagent was evaporated under reduced pressure. Crude product was dissolved in CH2Cl2 (10 mL) was washed with water, sat. NaHCO3 and brine, dried and evaporated. The crude product was purified by silica gel chromatography. M/e+ 380 for C20H19ClN5O (M+H)+; 1H-NMR (400 MHz, CDCl3) δ 8.4... The reactants are Cc1ccc(C(=O)N(CCCN2C(=O)c3ccccc3C2=O)C(c2nc3cc(C)ccc3n2Cc2ccccc2)C(C)C)cc1, CCO, NN. Product: Cc1ccc(C(=O)N(CCCN)C(c2nc3cc(C)ccc3n2Cc2ccccc2)C(C)C)cc1. Reaction SMILES: [CH2:1]([c:2]1[cH:3][cH:4][cH:5][cH:6][cH:7]1)[n:8]1[c:9]([CH:18]([CH:19]([CH3:20])[CH3:21])[N:22]([C:23]([c:24]2[cH:25][cH:26][c:27]([CH3:30])[cH:28][cH:29]2)=[O:31])[CH2:32][CH2:33][CH2:34][N:35]2[C:36](=[O:37])[c:38]3[c:39]([cH:40][cH:41][cH:42][cH:43]3)[C:44]2=[O:45])[n:10][c:11]2[c:12]1[cH:13][cH:14][c:15]([CH3:17])[cH:16]2.[CH3:48][CH2:49][OH:50].[NH2:46][NH2:47]>>[CH2:1]([c:2]1[cH:3][cH:4][cH:5][cH:6][cH:7]1)[n:8]1[c:9]([CH:18]([CH:19]([CH3:20])[CH3:21])[N:22]([C:23]([c:24]2[cH:25][cH:26][c:27]([CH3:30])[cH:28][cH:29]2)=[O:31])[CH2:32][CH2:33][CH2:34][NH2:35])[n:10][c:11]2[c:12]1[cH:13][cH:14][c:15]([CH3:17])[cH:16]2.